From a dataset of the Open Reaction Database (ORD), a public repository of structured organic reaction records. describe an organic reaction: reactants, conditions, products, and yield The reactants are C(#N)B.[Na] (sodium cyanoboron hydride), ClC1=CC=C(N)C=C1 (p-Chloroaniline), O=C1C(CCC1)C(=O)OCC (ethyl 2-oxocyclopentanecarboxylate), O.C1(=CC=C(C=C1)S(=O)(=O)O)C (p-toluenesulfonic acid hydrate), Cl (hydrochloric acid). Solvent: C1=CC=CC=C1 (benzene), CO (methanol). Run at time 11 day. The product is ClC1=CC=C(C=C1)NC1C(CCC1)C(=O)OCC (Ethyl 2-(4-chlorophenylamino)-1-cyclopentanecarboxylate). As a reaction SMILES: [Cl:1][C:2]1[CH:8]=[CH:7][C:5]([NH2:6])=[CH:4][CH:3]=1.O=[C:10]1[CH2:14][CH2:13][CH2:12][CH:11]1[C:15]([O:17][CH2:18][CH3:19])=[O:16].O.C1(C)C=CC(S(O)(=O)=O)=CC=1.C(B)#N.[Na].Cl>C1C=CC=CC=1.CO>[Cl:1][C:2]1[CH:8]=[CH:7][C:5]([NH:6][CH:10]2[CH2:14][CH2:13][CH2:12][CH:11]2[C:15]([O:17][CH2:18][CH3:19])=[O:16])=[CH:4][CH:3]=1 |f:2.3,4.5,^1:34|. Procedure: p-Chloroaniline (4 g), ethyl 2-oxocyclopentanecarboxylate (4.66 ml) and p-toluenesulfonic acid hydrate (0.66 g) were dissolved in benzene (80 ml), and the mixture was subjected to dehydrating condensation reaction under refluxing for 24 hours, and the mixture was allowed to cool. The insoluble material was removed by filtration, and the filtrate was concentrated under reduced pressure to give an oily product. This oily product was dissolved in absolute methanol (60 ml) and thereto was added sodi... The reactants are CC(N)C(F)(F)F, COc1ccc(C=O)cc1OC. The product is COc1ccc(CNC(C)C(F)(F)F)cc1OC. Reaction SMILES: [CH3:13][CH:14]([C:15]([F:16])([F:17])[F:18])[NH2:19].[CH3:1][O:2][c:3]1[cH:4][cH:5][c:6]([CH:7]=[O:8])[cH:9][c:10]1[O:11][CH3:12]>>[CH3:1][O:2][c:3]1[cH:4][cH:5][c:6]([CH2:7][NH:19][CH:14]([CH3:13])[C:15]([F:16])([F:17])[F:18])[cH:9][c:10]1[O:11][CH3:12]. Starting materials: C(C1=CC=CC=C1)N1CC(C(CC1)O)C#N (1-benzyl-3-cyano-4-hydroxypiperidine), [H-].[Al+3].[Li+].[H-].[H-].[H-] (lithium aluminum hydride). The solvent is O1CCCC1 (tetrahydrofuran). Conditions: temperature 5 celsius. Product: NCC1CN(CCC1O)CC1=CC=CC=C1 (3-aminomethyl-1-benzyl-4-hydroxypiperidine). Reaction SMILES: [CH2:1]([N:8]1[CH2:13][CH2:12][CH:11]([OH:14])[CH:10]([C:15]#[N:16])[CH2:9]1)[C:2]1[CH:7]=[CH:6][CH:5]=[CH:4][CH:3]=1.[H-].[Al+3].[Li+].[H-].[H-].[H-]>O1CCCC1>[NH2:16][CH2:15][CH:10]1[CH:11]([OH:14])[CH2:12][CH2:13][N:8]([CH2:1][C:2]2[CH:7]=[CH:6][CH:5]=[CH:4][CH:3]=2)[CH2:9]1 |f:1.2.3.4.5.6|. Procedure details: A mixture of 1-benzyl-3-cyano-4-hydroxypiperidine (2.3 g, 10.64 mmole) and lithium aluminum hydride (0.6 g, 15.97 mmole) in dry tetrahydrofuran (50 ml) was refluxed for 2 hr. The reaction mixture was cooled at 5° C. and quenched with water, aqueous NaOH (10%) and filtered. Filtrate was concentrated to dryness to afford crude 3-aminomethyl-1-benzyl-4-hydroxypiperidine. Yield 2.1 g (89.6%) C13H20N2O, m/z 221 (M+1), PMR (CDCl3): 1.1-1.9 (3H, m, H3 & H5), 2.1 (1H, m, H6), 2.82 (2H, m, H2), 3.4-3.96 ... The reactants are O=CO, CCOC(=O)N=NC(=O)OCC, C1CCOC1, O=C(OCCN1CCN(C(=O)C2CC(O)CN2C(=O)OCc2ccc([N+](=O)[O-])cc2)CC1)OCc1ccc([N+](=O)[O-])cc1, c1ccc(P(c2ccccc2)c2ccccc2)cc1. Product: O=COC1CC(C(=O)N2CCN(CCOC(=O)OCc3ccc([N+](=O)[O-])cc3)CC2)N(C(=O)OCc2ccc([N+](=O)[O-])cc2)C1. Reaction SMILES: [CH:75]([OH:76])=[O:77].[O:1]=[C:2]([O:3][CH2:4][CH3:5])[N:6]=[N:7][C:8]([O:9][CH2:10][CH3:11])=[O:12].[O:78]1[CH2:79][CH2:80][CH2:81][CH2:82]1.[OH:13][CH:14]1[CH2:15][CH:16]([C:32](=[O:33])[N:34]2[CH2:35][CH2:36][N:37]([CH2:40][CH2:41][O:42][C:43](=[O:44])[O:45][CH2:46][c:47]3[cH:48][cH:49][c:50]([N+:53](=[O:54])[O-:55])[cH:51][cH:52]3)[CH2:38][CH2:39]2)[N:17]([C:19](=[O:20])[O:21][CH2:22][c:23]2[cH:24][cH:25][c:26]([N+:29](=[O:30])[O-:31])[cH:27][cH:28]2)[CH2:18]1.[c:56]1([P:57]([c:58]2[cH:59][cH:60][cH:61][cH:62][cH:63]2)[c:64]2[cH:65][cH:66][cH:67][cH:68][cH:69]2)[cH:70][cH:71][cH:72][cH:73][cH:74]1>>[O:1]=[CH:2][O:13][CH:14]1[CH2:15][CH:16]([C:32](=[O:33])[N:34]2[CH2:35][CH2:36][N:37]([CH2:40][CH2:41][O:42][C:43](=[O:44])[O:45][CH2:46][c:47]3[cH:48][cH:49][c:50]([N+:53](=[O:54])[O-:55])[cH:51][cH:52]3)[CH2:38][CH2:39]2)[N:17]([C:19](=[O:20])[O:21][CH2:22][c:23]2[cH:24][cH:25][c:26]([N+:29](=[O:30])[O-:31])[cH:27][cH:28]2)[CH2:18]1. Starting materials: ClC=1N(C=CN1)C (2-chloro-1-methyl-1H-imidazole), 1-L, FC=1C=C(C=O)C=CC1 (3-fluorobenzaldehyde), [Li]CCCC (n-BuLi). The solvent is C1CCOC1 (THF), C1CCOC1 (THF). Reaction conditions: temperature -78 celsius, time 1 hour. Yields the product FC=1C=C(C=CC1)C(O)C=1N(C(=NC1)Cl)C ((3-Fluoro-phenyl)-(2-chloro-3-methyl-3H-imidazol-4-yl)-methanol). Reaction SMILES: [Cl:1][C:2]1[N:3]([CH3:7])[CH:4]=[CH:5][N:6]=1.[Li]CCCC.[F:13][C:14]1[CH:15]=[C:16]([CH:19]=[CH:20][CH:21]=1)[CH:17]=[O:18]>C1COCC1>[F:13][C:14]1[CH:15]=[C:16]([CH:17]([C:4]2[N:3]([CH3:7])[C:2]([Cl:1])=[N:6][CH:5]=2)[OH:18])[CH:19]=[CH:20][CH:21]=1. Reported procedure: To a 1-L, three-necked, round-bottomed flask equipped with a magnetic stirrer, nitrogen inlet and an addition funnel is added 2-chloro-1-methyl-1H-imidazole (1 equiv.) and THF (0.5 M). The reaction mixture is cooled to −78° C. and n-BuLi (2.5 M in hexanes, 1.05 equiv.) is added. The resulting mixture is stirred for 1 h and a solution of 3-fluorobenzaldehyde (1.05 eq) in THF (2.5 M) is then added dropwise. After the addition is complete, the cooling bath is removed and the reaction is allowed to ... Reactants: NC1=CC(=C(OC2=CC=NC3=CC(=CC=C23)OCC(C)(O)C)C=C1)F (1-((4-(4-amino-2-fluorophenoxy)quinolin-7-yl)oxy)-2-methylpropan-2-ol), CN1N(C(C(=C1C)C(=O)O)=O)C1=CC=CC=C1 (1,5-dimethyl-3-oxo-2-phenyl-2,3-dihydro-1H-pyrazole-4-carboxylic acid), C1=CC2=C(N=C1)N(N=N2)O (HOAT), CCN=C=NCCCN(C)C (EDCI). The solvent is ClCCl (dichloromethane), C(C)(=O)OCC (ethyl acetate). Run at temperature 41 celsius, time 6 hour. Yields the product FC=1C=C(C=CC1OC1=CC=NC2=CC(=CC=C12)OCC(C)(C)O)NC(=O)C=1C(N(N(C1C)C)C1=CC=CC=C1)=O (N-(3-fluoro-4-((7-(2-hydroxy-2-methylpropoxy)quinolin-4-yl)oxy)phenyl)-1,5-dimethyl-3-oxo-2-phenyl-2,3-dihydro-1H-pyrazole-4-carboxamide). The yield is 78.1%. As a reaction SMILES: [NH2:1][C:2]1[CH:24]=[CH:23][C:5]([O:6][C:7]2[C:16]3[C:11](=[CH:12][C:13]([O:17][CH2:18][C:19]([CH3:22])([OH:21])[CH3:20])=[CH:14][CH:15]=3)[N:10]=[CH:9][CH:8]=2)=[C:4]([F:25])[CH:3]=1.[CH3:26][N:27]1[C:31]([CH3:32])=[C:30]([C:33](O)=[O:34])[C:29](=[O:36])[N:28]1[C:37]1[CH:42]=[CH:41][CH:40]=[CH:39][CH:38]=1.C1C=NC2N(O)N=NC=2C=1.CCN=C=NCCCN(C)C>ClCCl.C(OCC)(=O)C>[F:25][C:4]1[CH:3]=[C:2]([NH:1][C:33]([C:30]2[C:29](=[O:36])[N:28]([C:37]3[CH:38]=[CH:39][CH:40]=[CH:41][CH:42]=3)[N:27]([CH3:26])[C:31]=2[CH3:32])=[O:34])[CH:24]=[CH:23][C:5]=1[O:6][C:7]1[C:16]2[C:11](=[CH:12][C:13]([O:17][CH2:18][C:19]([OH:21])([CH3:22])[CH3:20])=[CH:14][CH:15]=2)[N:10]=[CH:9][CH:8]=1. Procedure details: To a solution of 1-((4-(4-amino-2-fluorophenoxy)quinolin-7-yl)oxy)-2-methylpropan-2-ol (5 g, 14.6 mmol), 1,5-dimethyl-3-oxo-2-phenyl-2,3-dihydro-1H-pyrazole-4-carboxylic acid (3.46 g, 14.9 mmol) and HOAT (0.39 g, 2.9 mmol) in dichloromethane (30 mL) was added EDCI (3.35 g, 17.5 mmol). The mixture was stirred at 41° C. for 6 hours, cooled to room temperature and diluted with ethyl acetate (30 mL). The resulted suspension was filtered, and the solid was washed with 95% ethanol (50 mL×2). The solid... The reactants are O (Water), FC1=C(C(=CC=C1)N)N (3-fluorobenzenediamine), C(CC(=O)C)(=O)OCC (ethyl acetoacetate), C1CCC2=NCCCN2CC1 (DBU), CC=1C=CC(=CC1)C (p-xylene). Yields the product FC1=CC2=C(N(C(N2)=O)C(=C)C)C=C1 (5-fluoro-1-isopropenyl-1,3-dihydro-benzoimidazol-2-one). The yield is 8.0%. Reaction SMILES: [F:1]C1C=CC=C(N)C=1N.[C:10](OCC)(=O)[CH2:11][C:12]([CH3:14])=O.C1CC[N:27]2[C:22](=[N:23]C[CH2:25][CH2:26]2)CC1.[OH2:30].CC1C=C[C:35]([CH3:38])=[CH:36]C=1>>[F:1][C:10]1[CH:11]=[CH:12][C:14]2[N:23]([C:35]([CH3:38])=[CH2:36])[C:22](=[O:30])[NH:27][C:26]=2[CH:25]=1. Procedure details: A mixture of 3-fluorobenzenediamine (6.3 g, 50.0 mmol) and ethyl acetoacetate (6.50 g, 50.0 mmol) and DBU (0.76 g, 5.0 mmol) in p-xylene (50 mL) was heated to reflux for 2 h. Water formed during reaction was removed with a Dean-Stark trap. After cooling, the solvent was removed in vacuo. The residue was purified by flash chromatography (gradient, hexanes:EtOAc 4:1 to 1:1) to give 0.76 mg (8%) of 5-fluoro-1-isopropenyl-1,3-dihydro-benzoimidazol-2-one, 261 and 1.10 (11%) of 6-fluoro-1-isopropenyl-...